From a dataset of the Open Reaction Database (ORD), a public repository of structured organic reaction records. describe an organic reaction: reactants, conditions, products, and yield Starting materials: FC1=C(OC2(CCNCC2)C2=CC=CC=C2)C(=C(C(=C1F)F)F)F (4-(2,3,4,5,6-pentafluorophenoxy)-4-phenylpiperidine), CN=C=O (methyl isocyanate). Run in C1=CC=CC=C1 (benzene), C1=CC=CC=C1 (benzene). Reaction conditions: time 2 hour. Product: CNC(=O)N1CCC(CC1)(C1=CC=CC=C1)OC1=C(C(=C(C(=C1F)F)F)F)F (1-(N-methylamino)carbonyl-4-(2,3,4,5,6-pentafluorophenoxy)-4-phenylpiperidine). Yield: 68.6%. Reaction SMILES: [F:1][C:2]1[C:20]([F:21])=[C:19]([F:22])[C:18]([F:23])=[C:17]([F:24])[C:3]=1[O:4][C:5]1([C:11]2[CH:16]=[CH:15][CH:14]=[CH:13][CH:12]=2)[CH2:10][CH2:9][NH:8][CH2:7][CH2:6]1.[CH3:25][N:26]=[C:27]=[O:28]>C1C=CC=CC=1>[CH3:25][NH:26][C:27]([N:8]1[CH2:7][CH2:6][C:5]([O:4][C:3]2[C:17]([F:24])=[C:18]([F:23])[C:19]([F:22])=[C:20]([F:21])[C:2]=2[F:1])([C:11]2[CH:12]=[CH:13][CH:14]=[CH:15][CH:16]=2)[CH2:10][CH2:9]1)=[O:28]. Procedure details: A solution of 5.0 g of 4-(2,3,4,5,6-pentafluorophenoxy)-4-phenylpiperidine in 50 ml of benzene was treated with a solution of 0.9 g of methyl isocyanate in 20 ml of benzene over a period of ten minutes. The reaction mixture was then stirred at ambient temperature for two hours. Evaporate of the volatiles afforded a solid which was purified by means of high pressure liquid chromatography (silica gel; elution with 50% ethyl acetate/dichloromethane) to yield 4.0 g (69%) of 1-(N-methylamino)carbonyl... Starting materials: CC(C)(C)OC(=O)N1CCc2ccc(-c3cc(-c4ccc5cn(Cc6ccccc6)nc5c4)c4c(N)ncnn34)cc2C1, ClCCl, O=C(O)C(F)(F)F. Yields the product Nc1ncnn2c(-c3ccc4c(c3)CNCC4)cc(-c3ccc4cn(Cc5ccccc5)nc4c3)c12. RXN SMILES: [C:1]([O:2][C:3](=[O:4])[N:8]1[CH2:9][c:10]2[cH:11][c:12](-[c:18]3[cH:19][c:20](-[c:28]4[cH:29][cH:30][c:31]5[cH:32][n:33]([CH2:37][c:38]6[cH:39][cH:40][cH:41][cH:42][cH:43]6)[n:34][c:35]5[cH:36]4)[c:21]4[c:22]([NH2:27])[n:23][cH:24][n:25][n:26]34)[cH:13][cH:14][c:15]2[CH2:16][CH2:17]1)([CH3:5])([CH3:6])[CH3:7].[Cl:51][CH2:52][Cl:53].[F:44][C:45]([F:46])([F:47])[C:48]([OH:49])=[O:50]>>[NH:8]1[CH2:9][c:10]2[cH:11][c:12](-[c:18]3[cH:19][c:20](-[c:28]4[cH:29][cH:30][c:31]5[cH:32][n:33]([CH2:37][c:38]6[cH:39][cH:40][cH:41][cH:42][cH:43]6)[n:34][c:35]5[cH:36]4)[c:21]4[c:22]([NH2:27])[n:23][cH:24][n:25][n:26]34)[cH:13][cH:14][c:15]2[CH2:16][CH2:17]1. Starting materials: S(=O)(=O)([O-])C(F)(F)C(F)(F)C(F)(F)C(F)(F)F.OC1=C(C=C(C=C1C)[S+](C)C)C (4-Hydroxy-3,5-dimethyl phenyl dimethyl sulphonium nonaflate), C([O-])([O-])=O.[K+].[K+] (potassium carbonate), C(C)(=O)OC(C)=O (acetic anhydride). The solvent is CC(=O)C (acetone). Run at time 4 hour. Product: S(=O)(=O)([O-])C(F)(F)C(F)(F)C(F)(F)C(F)(F)F.C(C)(=O)OC1=C(C=C(C=C1C)[S+](C)C)C (4-acetoxy-3,5-dimethyl phenyl dimethyl sulphonium nonaflate). As a reaction SMILES: [S:1]([C:5]([C:8]([C:11]([C:14]([F:17])([F:16])[F:15])([F:13])[F:12])([F:10])[F:9])([F:7])[F:6])([O-:4])(=[O:3])=[O:2].[OH:18][C:19]1[C:24]([CH3:25])=[CH:23][C:22]([S+:26]([CH3:28])[CH3:27])=[CH:21][C:20]=1[CH3:29].C(=O)([O-])[O-].[K+].[K+].[C:36](OC(=O)C)(=[O:38])[CH3:37]>CC(C)=O>[S:1]([C:5]([C:8]([C:11]([C:14]([F:15])([F:16])[F:17])([F:12])[F:13])([F:10])[F:9])([F:7])[F:6])([O-:4])(=[O:3])=[O:2].[C:36]([O:18][C:19]1[C:20]([CH3:29])=[CH:21][C:22]([S+:26]([CH3:27])[CH3:28])=[CH:23][C:24]=1[CH3:25])(=[O:38])[CH3:37] |f:0.1,2.3.4,7.8|. Procedure: 20.0 g of 4-Hydroxy-3,5-dimethyl phenyl dimethyl sulphonium nonaflate was taken in a round bottom flask, 50 ml acetone and 5.73 g of potassium carbonate were added and then 4.23 g of acetic anhydride was added dropwise at room temperature. The resulting mixture was stirred for 4 hours. The solution was then extracted with chloroform, washed with water, dried over sodium sulphate and filtered. The solution was concentrated and drowned into ether; a precipitate was formed, filtered and dried in th... Starting materials: C1(CCCCCC1)CC1=C(N=C(N1)C1=CC2=CC=CC=C2C=C1)C(=O)O (5-Cycloheptylmethyl-2-naphthalen-2-yl-1H-imidazole-4-carboxylic Acid), COC(=O)OCC=1C=C(N)C=C(C1)COC(=O)OC (3,5-bis-methoxycarbonyloxymethyl-aniline). Yields the product COC(=O)OCC=1C=C(C=C(C1)COC(=O)OC)NC(=O)C=1N=C(NC1CC1CCCCCC1)C1=CC2=CC=CC=C2C=C1 (5-Cycloheptylmethyl-2-naphthalen-2-yl-1H-imidazole-4-carboxylic Acid (3,5-bis-methoxycarbonyloxymethyl-phenyl)-amide). Yield: 41.7%. As a reaction SMILES: [CH:1]1([CH2:8][C:9]2[NH:13][C:12]([C:14]3[CH:23]=[CH:22][C:21]4[C:16](=[CH:17][CH:18]=[CH:19][CH:20]=4)[CH:15]=3)=[N:11][C:10]=2[C:24](O)=[O:25])[CH2:7][CH2:6][CH2:5][CH2:4][CH2:3][CH2:2]1.[CH3:27][O:28][C:29]([O:31][CH2:32][C:33]1[CH:34]=[C:35]([CH:37]=[C:38]([CH2:40][O:41][C:42]([O:44][CH3:45])=[O:43])[CH:39]=1)[NH2:36])=[O:30]>>[CH3:45][O:44][C:42]([O:41][CH2:40][C:38]1[CH:37]=[C:35]([NH:36][C:24]([C:10]2[N:11]=[C:12]([C:14]3[CH:23]=[CH:22][C:21]4[C:16](=[CH:17][CH:18]=[CH:19][CH:20]=4)[CH:15]=3)[NH:13][C:9]=2[CH2:8][CH:1]2[CH2:2][CH2:3][CH2:4][CH2:5][CH2:6][CH2:7]2)=[O:25])[CH:34]=[C:33]([CH2:32][O:31][C:29]([O:28][CH3:27])=[O:30])[CH:39]=1)=[O:43]. Reported procedure: 5-Cycloheptylmethyl-2-naphthalen-2-yl-1H-imidazole-4-carboxylic acid (Example 20, step c) (605 mg, 1.75 mmol) was reacted with 3,5-bis-methoxycarbonyloxymethyl-aniline (492 mg, 1.75 mmol) according to the procedure of Example 20, step d to afford the product as a white solid (438 mg, 42%). 1H NMR (300 MHz, CDCl3) 9.42 (1H, br s), 9.35 (1H, s), 8.27 (1H, s), 8.06-7.89 (4H, m), 7.79 (2H, s), 7.56 (2H, m), 7.14 (1H, s), 5.18 (4H, s), 3.83 (6H, s), 3.12 (2H, d), 2.00-1.29 (13H, m). Reactants: CC(C)(C)OC(=O)CBr, O=C([O-])[O-], FC(F)(F)CN1CCC2(CC1)CNc1ccccc12, [I-], [K+], [K+], [K+], CN(C)C=O. Yields the product CC(C)(C)OC(=O)CN1CC2(CCN(CC(F)(F)F)CC2)c2ccccc21. As a reaction SMILES: [Br:28][CH2:29][C:30](=[O:31])[O:32][C:33]([CH3:34])([CH3:35])[CH3:36].[C:20](=[O:21])([O-:22])[O-:23].[F:1][C:2]([CH2:3][N:4]1[CH2:5][CH2:6][C:7]2([CH2:8][NH:9][c:10]3[cH:11][cH:12][cH:13][cH:14][c:15]32)[CH2:16][CH2:17]1)([F:18])[F:19].[I-:27].[K+:24].[K+:25].[K+:26].[O:37]=[CH:38][N:39]([CH3:40])[CH3:41]>>[F:1][C:2]([CH2:3][N:4]1[CH2:5][CH2:6][C:7]2([CH2:8][N:9]([CH2:29][C:30](=[O:31])[O:32][C:33]([CH3:34])([CH3:35])[CH3:36])[c:10]3[cH:11][cH:12][cH:13][cH:14][c:15]32)[CH2:16][CH2:17]1)([F:18])[F:19]. The reactants are C(=O)([O-])[O-].[K+].[K+] (K2CO3), C1(CC1)NC1=NC(=NC=2N1N=CC2\C=C/2\C(NC(N2)=O)=O)S(=O)(=O)C ((Z)-5-((4-(cyclopropylamino)-2-(methylsulfonyl)pyrazolo[1,5-a][1,3,5]triazin-8-yl)methylene)imidazolidine-2,4-dione), C1(CC1)NC1=NC(=NC=2N1N=CC2\C=C/2\C(NC(N2)=O)=O)S(=O)C ((Z)-5-((4-(cyclopropylamino)-2-(methylsulfinyl)pyrazolo[1,5-a][1,3,5]triazin-8-yl)methylene)imidazolidine-2,4-dione), ClC=1C=C(C=CC1)O (3-chlorophenol). The solvent is CN1CCCC1=O (NMP), O (Water). Run at temperature 90 celsius, time 1 hour. Yields the product ClC=1C=C(OC2=NC=3N(C(=N2)NC2CC2)N=CC3\C=C/3\C(NC(N3)=O)=O)C=CC1 ((Z)-5-((2-(3-chlorophenoxy)-4-(cyclopropylamino)pyrazolo[1,5-a][1,3,5]triazin-8-yl)methylene)imidazolidine-2,4-dione). Isolated yield 69.0%. Reaction SMILES: [CH:1]1([NH:4][C:5]2[N:10]3[N:11]=[CH:12][C:13](/[CH:14]=[C:15]4/[C:16](=[O:21])[NH:17][C:18](=[O:20])[NH:19]/4)=[C:9]3[N:8]=[C:7](S(C)(=O)=O)[N:6]=2)[CH2:3][CH2:2]1.C1(NC2N3N=CC(/C=C4/C(=O)NC(=O)N/4)=C3N=C(S(C)=O)N=2)CC1.[Cl:50][C:51]1[CH:52]=[C:53]([OH:57])[CH:54]=[CH:55][CH:56]=1.C([O-])([O-])=O.[K+].[K+]>CN1C(=O)CCC1.O>[Cl:50][C:51]1[CH:52]=[C:53]([CH:54]=[CH:55][CH:56]=1)[O:57][C:7]1[N:6]=[C:5]([NH:4][CH:1]2[CH2:3][CH2:2]2)[N:10]2[N:11]=[CH:12][C:13](/[CH:14]=[C:15]3/[C:16](=[O:21])[NH:17][C:18](=[O:20])[NH:19]/3)=[C:9]2[N:8]=1 |f:3.4.5|. Procedure: A (1:1) mixture of (Z)-5-((4-(cyclopropylamino)-2-(methylsulfonyl)pyrazolo[1,5-a][1,3,5]triazin-8-yl)methylene)imidazolidine-2,4-dione and (Z)-5-((4-(cyclopropylamino)-2-(methylsulfinyl)pyrazolo[1,5-a][1,3,5]triazin-8-yl)methylene)imidazolidine-2,4-dione (1.0 eq, 25 mg, 0.0704 mmol) was combined in a vial with 3-chlorophenol (5.0 eq, 45 mg, 0.35 mmol) and K2CO3 (5.0 eq, 48 mg, 0.347 mmol) in NMP (0.2 ml). The mixture was stirred at 90° C. for 1 hour. Water was added and the resulting solid was f... The reactants are CCN, CCN(C(C)C)C(C)C, Cl, O=C(O)c1ccc(N2CCN(Cc3cnc4c(c3)NC(=O)C3CCCN43)CC2)nc1, CN(C)C=O. Yields the product CCNC(=O)c1ccc(N2CCN(Cc3cnc4c(c3)NC(=O)C3CCCN43)CC2)nc1. Reaction SMILES: [CH2:32]([CH3:33])[NH2:34].[CH:35]([N:36]([CH2:37][CH3:38])[CH:39]([CH3:40])[CH3:41])([CH3:42])[CH3:43].[ClH:31].[O:1]=[C:2]1[CH:3]2[N:4]([c:5]3[c:6]([cH:8][c:9]([CH2:12][N:13]4[CH2:14][CH2:15][N:16]([c:19]5[n:20][cH:21][c:22]([C:23](=[O:24])[OH:25])[cH:26][cH:27]5)[CH2:17][CH2:18]4)[cH:10][n:11]3)[NH:7]1)[CH2:28][CH2:29][CH2:30]2.[O:44]=[CH:45][N:46]([CH3:47])[CH3:48]>>[O:1]=[C:2]1[CH:3]2[N:4]([c:5]3[c:6]([cH:8][c:9]([CH2:12][N:13]4[CH2:14][CH2:15][N:16]([c:19]5[n:20][cH:21][c:22]([C:23](=[O:24])[NH:34][CH2:32][CH3:33])[cH:26][cH:27]5)[CH2:17][CH2:18]4)[cH:10][n:11]3)[NH:7]1)[CH2:28][CH2:29][CH2:30]2. Reactants: CC(c1ccc(Br)cc1)N1CCC(CC(C)(C)O)(c2ccccc2)OC1=O, Brc1cnccn1. Yields the product CC(c1ccc(-c2cnccn2)cc1)N1CCC(CC(C)(C)O)(c2ccccc2)OC1=O. As a reaction SMILES: [Br:1][c:2]1[cH:3][cH:4][c:5]([CH:8]([CH3:9])[N:10]2[C:11](=[O:27])[O:12][C:13]([c:16]3[cH:17][cH:18][cH:19][cH:20][cH:21]3)([CH2:22][C:23]([CH3:24])([CH3:25])[OH:26])[CH2:14][CH2:15]2)[cH:6][cH:7]1.[Br:28][c:29]1[n:30][cH:31][cH:32][n:33][cH:34]1>>[c:2]1(-[c:29]2[n:30][cH:31][cH:32][n:33][cH:34]2)[cH:3][cH:4][c:5]([CH:8]([CH3:9])[N:10]2[C:11](=[O:27])[O:12][C:13]([c:16]3[cH:17][cH:18][cH:19][cH:20][cH:21]3)([CH2:22][C:23]([CH3:24])([CH3:25])[OH:26])[CH2:14][CH2:15]2)[cH:6][cH:7]1.